This data is from the Open Reaction Database (ORD), a public repository of structured organic reaction records. The task is: describe an organic reaction: reactants, conditions, products, and yield Starting materials: Cc1cc(-c2ccc(Cl)c(Cl)c2)cc(-c2cccc(Br)c2)n1, CC1(C)OB(c2cnc(N)nc2)OC1(C)C. Yields the product Cc1cc(-c2ccc(Cl)c(Cl)c2)cc(-c2cccc(-c3cnc(N)nc3)c2)n1. As a reaction SMILES: [Br:1][c:2]1[cH:3][c:4](-[c:8]2[n:9][c:10]([CH3:22])[cH:11][c:12](-[c:14]3[cH:15][c:16]([Cl:21])[c:17]([Cl:20])[cH:18][cH:19]3)[cH:13]2)[cH:5][cH:6][cH:7]1.[NH2:23][c:24]1[n:25][cH:26][c:27]([B:30]2[O:31][C:32]([CH3:33])([CH3:34])[C:35]([CH3:36])([CH3:37])[O:38]2)[cH:28][n:29]1>>[c:2]1(-[c:27]2[cH:26][n:25][c:24]([NH2:23])[n:29][cH:28]2)[cH:3][c:4](-[c:8]2[n:9][c:10]([CH3:22])[cH:11][c:12](-[c:14]3[cH:15][c:16]([Cl:21])[c:17]([Cl:20])[cH:18][cH:19]3)[cH:13]2)[cH:5][cH:6][cH:7]1. Starting materials: Brc1cc2c3c(c1)Cc1cccc(c1-3)CC2, Cc1ccccc1C. Product: c1cc2c3c(c1)Cc1cccc(c1-3)CC2. Reaction SMILES: [Br:1][c:2]1[cH:3][c:4]2[c:13]3[c:14]([cH:15]1)[CH2:16][c:11]1[cH:10][cH:9][cH:8][c:7]([c:12]1-3)[CH2:6][CH2:5]2.[c:17]1([CH3:18])[c:19]([CH3:20])[cH:21][cH:22][cH:23][cH:24]1>>[cH:2]1[cH:3][c:4]2[c:13]3[c:14]([cH:15]1)[CH2:16][c:11]1[cH:10][cH:9][cH:8][c:7]([c:12]1-3)[CH2:6][CH2:5]2. The reactants are C1CCOC1, C[Mg]Cl, O=C1CC(c2ncc3c(Cl)nccn23)C1. Product: CC1(O)CC(c2ncc3c(Cl)nccn23)C1. Reaction SMILES: [CH2:19]1[O:20][CH2:21][CH2:22][CH2:23]1.[CH3:16][Mg:17][Cl:18].[Cl:1][c:2]1[c:3]2[n:4]([cH:5][cH:6][n:7]1)[c:8]([CH:11]1[CH2:12][C:13](=[O:15])[CH2:14]1)[n:9][cH:10]2>>[Cl:1][c:2]1[c:3]2[n:4]([cH:5][cH:6][n:7]1)[c:8]([CH:11]1[CH2:12][C:13]([OH:15])([CH3:16])[CH2:14]1)[n:9][cH:10]2. Starting materials: ClC(Cl)(OC(OC(Cl)(Cl)Cl)=O)Cl (triphosgene), CO (Methanol), COC=1C=C2C(=NC=NC2=CC1OC)OC1=CC=C(N)C=C1 (4-[(6,7-Dimethoxy-4-quinazolinyl)oxy]aniline), C(C)(CC)N (sec-butylamine). Run in C(C)N(CC)CC (triethylamine), C(Cl)(Cl)Cl (chloroform), C(Cl)(Cl)Cl (chloroform). Reaction conditions: time 30 minute. Product: C(C)(CC)NC(=O)NC1=CC=C(C=C1)OC1=NC=NC2=CC(=C(C=C12)OC)OC (N-(sec-Butyl)-N′-{4-[(6,7-dimethoxy-4-quinazolinyl)oxy]phenyl}urea). Yield: 49.0%. Reaction SMILES: [CH3:1][O:2][C:3]1[CH:4]=[C:5]2[C:10](=[CH:11][C:12]=1[O:13][CH3:14])[N:9]=[CH:8][N:7]=[C:6]2[O:15][C:16]1[CH:22]=[CH:21][C:19]([NH2:20])=[CH:18][CH:17]=1.ClC(Cl)(O[C:27](=[O:33])OC(Cl)(Cl)Cl)Cl.[CH:35]([NH2:39])([CH2:37][CH3:38])[CH3:36].CO>C(Cl)(Cl)Cl.C(N(CC)CC)C>[CH:35]([NH:39][C:27]([NH:20][C:19]1[CH:21]=[CH:22][C:16]([O:15][C:6]2[C:5]3[C:10](=[CH:11][C:12]([O:13][CH3:14])=[C:3]([O:2][CH3:1])[CH:4]=3)[N:9]=[CH:8][N:7]=2)=[CH:17][CH:18]=1)=[O:33])([CH2:37][CH3:38])[CH3:36]. Reported procedure: 4-[(6,7-Dimethoxy-4-quinazolinyl)oxy]aniline (50 mg) was dissolved in chloroform (3 ml) and triethylamine (0.2 ml), and a solution of triphosgene (50 mg) in chloroform was then added to the solution. The mixture was stirred at room temperature for 30 min. Next, sec-butylamine (23 μl) was added, and the mixture was stirred at room temperature overnight. Methanol was added to the reaction solution, and the mixture was purified by HPLC by development with chloroform/methanol to give 33 mg (yield 49... Starting materials: [H-].[Na+] (NaH), CC(=CCOC1=CC=C(C=C1)O)C (4-(3-methyl-2-butenoxy)phenol), ice water, ClC(C#N)C (2-chloropropionitrile). Solvent: CN(C)C=O (DMF), CN(C)C=O (DMF). Reaction conditions: temperature 5 celsius. Product: CC(=CCOC1=CC=C(OC(C#N)C)C=C1)C (2-[4-(3-methyl-2-butenoxy)phenoxy]propionitrile). As a reaction SMILES: [H-].[Na+].[CH3:3][C:4]([CH3:15])=[CH:5][CH2:6][O:7][C:8]1[CH:13]=[CH:12][C:11]([OH:14])=[CH:10][CH:9]=1.Cl[CH:17]([CH3:20])[C:18]#[N:19]>CN(C=O)C>[CH3:3][C:4]([CH3:15])=[CH:5][CH2:6][O:7][C:8]1[CH:9]=[CH:10][C:11]([O:14][CH:17]([CH3:20])[C:18]#[N:19])=[CH:12][CH:13]=1 |f:0.1|. Reported procedure: To NaH (0.246 g, 10.2 mmol) in 10 ml of DMF at 20° is added 4-(3-methyl-2-butenoxy)phenol (1.33 g, 10.2 mmol) in 5 ml of DMF. After anion formation is complete, the reaction is cooled to 5° C. and 2-chloropropionitrile (1.095 g, 12.2 mmol) is added gradually. Then, the reaction mixture is warmed to RT and heated at 45° for 18 hrs. The reaction is cooled to RT, poured into ice water and extracted with ether. The combined organic layers are washed with 10% NaOH, followed with water until neutral, ... Reactants: CCOC(=O)C1(CC(CC)CC)CCCCC1, C1CCOC1, CC(C)(C)[O-], [K+], O, O=S(=O)(O)O. Yields the product CCC(CC)CC1(C(=O)O)CCCCC1. Reaction SMILES: [CH2:1]([CH3:2])[O:3][C:4](=[O:5])[C:6]1([CH2:12][CH:13]([CH2:14][CH3:15])[CH2:16][CH3:17])[CH2:7][CH2:8][CH2:9][CH2:10][CH2:11]1.[CH2:30]1[O:31][CH2:32][CH2:33][CH2:34]1.[CH3:18][C:19]([CH3:20])([O-:21])[CH3:22].[K+:23].[OH2:24].[S:25](=[O:26])(=[O:27])([OH:28])[OH:29]>>[O:3]=[C:4]([OH:5])[C:6]1([CH2:12][CH:13]([CH2:14][CH3:15])[CH2:16][CH3:17])[CH2:7][CH2:8][CH2:9][CH2:10][CH2:11]1.